Task: describe an organic reaction: reactants, conditions, products, and yield. Dataset: the Open Reaction Database (ORD), a public repository of structured organic reaction records The reactants are O=C([O-])[O-], NC1C2CN(Cc3ccccc3)CC12, CN(C)C=O, O=[N+]([O-])c1ccccc1F, [K+], [K+]. Product: O=[N+]([O-])c1ccccc1NC1C2CN(Cc3ccccc3)CC21. RXN SMILES: [C:1](=[O:2])([O-:3])[O-:4].[CH2:17]([c:18]1[cH:19][cH:20][cH:21][cH:22][cH:23]1)[N:24]1[CH2:25][CH:26]2[CH:27]([NH2:30])[CH:28]2[CH2:29]1.[CH3:31][N:32]([CH3:33])[CH:34]=[O:35].[F:7][c:8]1[c:9]([N+:14](=[O:15])[O-:16])[cH:10][cH:11][cH:12][cH:13]1.[K+:5].[K+:6]>>[c:8]1([NH:30][CH:27]2[CH:26]3[CH2:25][N:24]([CH2:17][c:18]4[cH:19][cH:20][cH:21][cH:22][cH:23]4)[CH2:29][CH:28]32)[c:9]([N+:14](=[O:15])[O-:16])[cH:10][cH:11][cH:12][cH:13]1. Reactants: C1CO1 (ethylene oxide), FC1=CC=C(C=C1)C(=C1CCNCC1)C1=CC=C(C=C1)F (4-[bis(4-fluorophenyl)methylene]-piperidine), S(=O)(Cl)Cl (thionyl chloride). Run in CO (methanol), C1(=CC=CC=C1)C (toluene). Run at temperature -20 celsius, time 15 hour. RXN SMILES: [CH2:1]1O[CH2:2]1.[F:4][C:5]1[CH:10]=[CH:9][C:8]([C:11]([C:18]2[CH:23]=[CH:22][C:21]([F:24])=[CH:20][CH:19]=2)=[C:12]2[CH2:17][CH2:16][NH:15][CH2:14][CH2:13]2)=[CH:7][CH:6]=1.S(Cl)([Cl:27])=O>CO.C1(C)C=CC=CC=1>[ClH:27].[F:24][C:21]1[CH:20]=[CH:19][C:18]([C:11]([C:8]2[CH:9]=[CH:10][C:5]([F:4])=[CH:6][CH:7]=2)=[C:12]2[CH2:17][CH2:16][N:15]([CH2:1][CH2:2][Cl:27])[CH2:14][CH2:13]2)=[CH:23][CH:22]=1 |f:5.6|. Procedure details: 0.31 mol of ethylene oxide is dissolved in a solution of 0.28 mol of 4-[bis(4-fluorophenyl)methylene]-piperidine (prepared according to the process described in U.S. Pat. No. 3,922,276) in one liter of anhydrous methanol at -10° C., and the reaction is completed by stirring for 15 hours at -20° C. and then for 3 hours at 45° C. The mixture is concentrated under vacuum. The product is purified by chromatography on 140 g of 230-400 mesh silica using a mixture of dichloromethane and methanol (95:5 ... Yields the product Cl.FC1=CC=C(C=C1)C(=C1CCN(CC1)CCCl)C1=CC=C(C=C1)F (4-[Bis(4-fluorophenyl)methylene]-1-(chloroethyl)piperidine hydrochloride). Starting materials: CC1=NN(C(=C1C1=CC=CC=C1)C)C1=CC=C(C=C1)CCNC(OC1=CC=CC=C1)=O (Phenyl 2-[4-(3,5-dimethyl-4-phenyl-1H-pyrazol-1-yl)phenyl]ethylcarbamate), ClC1=C(C=CC(=C1)F)S(=O)(=O)N (2-chloro-4-fluorobenzenesulfonamide). Product: ClC1=C(C=CC(=C1)F)S(=O)(=O)NC(=O)NCCC1=CC=C(C=C1)N1N=C(C(=C1C)C1=CC=CC=C1)C (2-Chloro-N-[({2-[4-(3,5-dimethyl-4-phenyl-1H-pyrazol-1-yl)phenyl]ethyl}amino)carbonyl]-4-fluorobenzenesulfonamide). RXN SMILES: [CH3:1][C:2]1[C:6]([C:7]2[CH:12]=[CH:11][CH:10]=[CH:9][CH:8]=2)=[C:5]([CH3:13])[N:4]([C:14]2[CH:19]=[CH:18][C:17]([CH2:20][CH2:21][NH:22][C:23](=O)[O:24]C3C=CC=CC=3)=[CH:16][CH:15]=2)[N:3]=1.[Cl:32][C:33]1[CH:38]=[C:37]([F:39])[CH:36]=[CH:35][C:34]=1[S:40]([NH2:43])(=[O:42])=[O:41]>>[Cl:32][C:33]1[CH:38]=[C:37]([F:39])[CH:36]=[CH:35][C:34]=1[S:40]([NH:43][C:23]([NH:22][CH2:21][CH2:20][C:17]1[CH:16]=[CH:15][C:14]([N:4]2[C:5]([CH3:13])=[C:6]([C:7]3[CH:12]=[CH:11][CH:10]=[CH:9][CH:8]=3)[C:2]([CH3:1])=[N:3]2)=[CH:19][CH:18]=1)=[O:24])(=[O:41])=[O:42]. Reported procedure: The title compound was prepared according to the procedure described in step 1 of Example 42 from phenyl 2-[4-(3,5-dimethyl-4-phenyl-1H-pyrazol-1-yl)phenyl]ethylcarbamate (step 1 of Example 22) and 2-chloro-4-fluorobenzenesulfonamide: 1H-NMR (CDCl3) δ 8.12-8.07 (1H, m), 7.46-7.04 (11H, m), 6.29 (1H, br.s), 3.42-3.36 (2H, m), 2.79-2.75 (2H, m), 2.29 (3H, s), 2.21 (3H, s). The reactants are CCN=C=NCCCN(C)C, CC#N, Cc1ccccc1, CC(C)N1CCNCC1, Cl, Cl, [Na+], [Na+], O=C([O-])[O-], O=C(O)c1ccc(CN2CCOCC2)cc1, O, O, On1nnc2ccccc21. Product: CC(C)N1CCN(C(=O)c2ccc(CN3CCOCC3)cc2)CC1. As a reaction SMILES: [CH3:39][N:40]([CH3:41])[CH2:42][CH2:43][CH2:44][N:45]=[C:46]=[N:47][CH2:48][CH3:49].[CH3:57][C:58]#[N:59].[CH3:60][c:61]1[cH:62][cH:63][cH:64][cH:65][cH:66]1.[CH:29]([CH3:30])([CH3:31])[N:32]1[CH2:33][CH2:34][NH:35][CH2:36][CH2:37]1.[ClH:1].[ClH:38].[Na+:50].[Na+:51].[O-:52][C:53](=[O:54])[O-:55].[O:2]1[CH2:3][CH2:4][N:5]([CH2:8][c:9]2[cH:10][cH:11][c:12]([C:13](=[O:14])[OH:15])[cH:16][cH:17]2)[CH2:6][CH2:7]1.[OH2:18].[OH2:56].[OH:19][n:20]1[c:21]2[cH:22][cH:23][cH:24][cH:25][c:26]2[n:27][n:28]1>>[O:2]1[CH2:3][CH2:4][N:5]([CH2:8][c:9]2[cH:10][cH:11][c:12]([C:13](=[O:15])[N:35]3[CH2:34][CH2:33][N:32]([CH:29]([CH3:30])[CH3:31])[CH2:37][CH2:36]3)[cH:16][cH:17]2)[CH2:6][CH2:7]1. Product: BrC1=NC(=C2N=CN(C2=N1)[C@H]1C[C@H](O)[C@H](O1)CO)N=CN(C)C (2-Bromo-9-(2-deoxy-β-D-erythro-pentofuranosyl)-6-{[(dimethylamino)methylidene]amino}-9H-purine). Reported procedure: The compound was produced analogously to example 8 except that the following amounts were used: 2-bromo-2′-deoxyadenosine (330 mg, 1.0 mmol), DMF (3 ml), dimethylformamide-diethylacetal (0.85 ml, 5 mmol). Colourless amorphous solid (306 mg, 80%). TLC (CH2Cl2/MeOH, 9:1): Rf 0.33. UV (MeOH): 318 (28600), 238 (13000). 1H-NMR ((D6(DMSO): 2.32, 2.67 (2m, H—C(2′)); 3.14, 3.23 (2s, CH3—N); 3.56 (m, H—C(5′)); 3.86 (m, H—C(4′)); 4.39 (m, H—C(3′)); 4.95 (t, J=5.5 Hz, HO—C(5′)); 5.33 (d, J=4.3 Hz, HO—C(3′)... As a reaction SMILES: [Br:1][C:2]1[N:3]=[C:4]([NH2:19])[C:5]2[N:6]=[CH:7][N:8]([C:17]=2[N:18]=1)[C@@H:9]1[O:16][C@H:13]([CH2:14][OH:15])[C@@H:11]([OH:12])[CH2:10]1.[CH3:20][N:21]([CH:23]=O)[CH3:22].C(OC(OCC)N(C)C)C.C(Cl)Cl.CO>CO>[Br:1][C:2]1[N:18]=[C:17]2[C:5]([N:6]=[CH:7][N:8]2[C@@H:9]2[O:16][C@H:13]([CH2:14][OH:15])[C@@H:11]([OH:12])[CH2:10]2)=[C:4]([N:19]=[CH:20][N:21]([CH3:23])[CH3:22])[N:3]=1 |f:3.4|. The reactants are BrC=1N=C(C=2N=CN([C@H]3C[C@H](O)[C@@H](CO)O3)C2N1)N (2-bromo-2′-deoxyadenosine), C(Cl)Cl.CO (CH2Cl2 MeOH), solid, 2s, C13H17BrN6O3, 2m, CN(C)C=O (DMF), C(C)OC(N(C)C)OCC (dimethylformamide-diethylacetal), D6(DMSO). Run in CO (MeOH).